Dataset: the Open Reaction Database (ORD), a public repository of structured organic reaction records. Task: describe an organic reaction: reactants, conditions, products, and yield Starting materials: [N+](=O)([O-])C1=CC=C2CCCNC2=C1 (7-nitro-1,2,3,4-tetrahydroquinoline), Cl.CN(C)CC(=O)Cl (dimethylaminoacetyl chloride hydrochloride). Product: CN(CC(=O)N1CCCC2=CC=C(C=C12)[N+](=O)[O-])C (1-(2-Dimethylaminoacetyl)-7-nitro-1,2,3,4-tetrahydroquinoline). As a reaction SMILES: [N+:1]([C:4]1[CH:13]=[C:12]2[C:7]([CH2:8][CH2:9][CH2:10][NH:11]2)=[CH:6][CH:5]=1)([O-:3])=[O:2].Cl.[CH3:15][N:16]([CH2:18][C:19](Cl)=[O:20])[CH3:17]>>[CH3:15][N:16]([CH3:17])[CH2:18][C:19]([N:11]1[C:12]2[C:7](=[CH:6][CH:5]=[C:4]([N+:1]([O-:3])=[O:2])[CH:13]=2)[CH2:8][CH2:9][CH2:10]1)=[O:20] |f:1.2|. Reported procedure: Using the procedure outlined in Description 4 followed by silica SPE chromatography eluting with 20% EtOAc/MeOH the title compound was prepared from 7-nitro-1,2,3,4-tetrahydroquinoline (D1) (178 mg, 1 mmol) and dimethylaminoacetyl chloride hydrochloride (174 mg, 1.1 mmol) as a yellow solid (103 mg). 1H NMR (250 MHz, CDCl3) δ (ppm): 8.74 (d, 1H), 7.92 (dd, 1H), 7.28 (d, 1H), 3.87 (m, 2H), 3.25 (s, 2H), 2.87 (t, 2H), 2.35 (s, 6H), 1.95 (m, 2H). Reactants: O.O.C(C(=O)O)(=O)O (oxalic acid dihydrate), [OH-].[NH4+] (ammonium hydroxide), [OH-].[NH4+] (ammonium hydroxide), [Ti](Cl)(Cl)(Cl)Cl (titanium tetrachloride), C(C(=O)O)(=O)O (oxalic acid). The solvent is O (water), O (water). Reaction conditions: temperature 7.5 celsius, time 30 minute. The product is C(C(=O)[O-])(=O)[O-].N[Ti+3].C(C(=O)[O-])(=O)[O-].C(C(=O)[O-])(=O)[O-].N[Ti+3] (amino titanium oxalate). RXN SMILES: O.O.[C:3]([OH:8])(=[O:7])[C:4]([OH:6])=[O:5].[Ti:9](Cl)(Cl)(Cl)Cl.[C:14]([OH:19])(=[O:18])[C:15]([OH:17])=[O:16].[OH-].[NH4+:21]>O>[C:3]([O-:8])(=[O:7])[C:4]([O-:6])=[O:5].[NH2:21][Ti+3:9].[C:14]([O-:19])(=[O:18])[C:15]([O-:17])=[O:16].[C:3]([O-:8])(=[O:7])[C:4]([O-:6])=[O:5].[NH2:21][Ti+3:9] |f:0.1.2,5.6,8.9.10.11.12|. Procedure details: Approximately 1,000 g of deionized water and oxalic acid dihydrate (381.9 g, 99% 3.0 moles), were charged to a 5-liter flask that was maintained under a nitrogen atmosphere. The resultant slurry was cooled to about 5 to 10 degrees C. and approximately 569.1 g (3.0 moles) of titanium tetrachloride were added dropwise over about 2 hours to the aqueous slurry containing oxalic acid. Deionized water, 1,082 g, was added rapidly over about 3 minutes to the slurry at temperatures from about 9 to 24 deg...